The task is: describe an organic reaction: reactants, conditions, products, and yield. This data is from the Open Reaction Database (ORD), a public repository of structured organic reaction records. Reactants: C(C)(C)(C)OC(=O)N1CCC(CC1)[C@@]1(CC=2C(=CN=C(C2)Cl)O1)C ((S)-4-(5-chloro-2-methyl-2,3-dihydro-furo[2,3-c]pyridin-2-yl)-piperidine-1-carboxylic acid tert-butyl ester), CS(=O)(=O)N1CCC(=CC1)B1OC(C(O1)(C)C)(C)C (1-(methylsulfonyl)-4-(4,4,5,5-tetramethyl-1,3,2-dioxaborolan-2-yl)-1,2,3,6-tetrahydropyridine), Intermediate 6. Yields the product C(C)(C)(C)OC(=O)N1CCC(CC1)[C@@]1(CC=2C(=CN=C(C2)C=2CCN(CC2)S(=O)(=O)C)O1)C ((S)-4-[5-(1-Methanesulfonyl-1,2,3,6-tetrahydro-pyridin-4-yl)-2-methyl-2,3-dihydro-furo[2,3-c]pyridin-2-yl]-piperidine-1-carboxylic acid tert-butyl ester). Reaction SMILES: [C:1]([O:5][C:6]([N:8]1[CH2:13][CH2:12][CH:11]([C@@:14]2([CH3:24])[O:23][C:17]3=[CH:18][N:19]=[C:20](Cl)[CH:21]=[C:16]3[CH2:15]2)[CH2:10][CH2:9]1)=[O:7])([CH3:4])([CH3:3])[CH3:2].[CH3:25][S:26]([N:29]1[CH2:34][CH:33]=[C:32](B2OC(C)(C)C(C)(C)O2)[CH2:31][CH2:30]1)(=[O:28])=[O:27]>>[C:1]([O:5][C:6]([N:8]1[CH2:13][CH2:12][CH:11]([C@@:14]2([CH3:24])[O:23][C:17]3=[CH:18][N:19]=[C:20]([C:32]4[CH2:33][CH2:34][N:29]([S:26]([CH3:25])(=[O:28])=[O:27])[CH2:30][CH:31]=4)[CH:21]=[C:16]3[CH2:15]2)[CH2:10][CH2:9]1)=[O:7])([CH3:4])([CH3:3])[CH3:2]. Procedure details: The title compound is prepared from (S)-4-(5-chloro-2-methyl-2,3-dihydro-furo[2,3-c]pyridin-2-yl)-piperidine-1-carboxylic acid tert-butyl ester and 1-(methylsulfonyl)-4-(4,4,5,5-tetramethyl-1,3,2-dioxaborolan-2-yl)-1,2,3,6-tetrahydropyridine following a procedure analogous to that described for Intermediate 6. Mass spectrum (ESI+): m/z=478 [M+H]+.